This data is from the Open Reaction Database (ORD), a public repository of structured organic reaction records. The task is: describe an organic reaction: reactants, conditions, products, and yield The reactants are CS(=O)(=O)c1ccc2c(c1)CCN2, CCOC(C)=O, Cc1nc(Cl)cc(OC2CCN(C(=O)OC(C)C)CC2)n1, [H-], [Na+], CN(C)C=O, O. Yields the product Cc1nc(OC2CCN(C(=O)OC(C)C)CC2)cc(N2CCc3cc(S(C)(=O)=O)ccc32)n1. As a reaction SMILES: [CH3:22][S:23](=[O:24])(=[O:25])[c:26]1[cH:27][c:28]2[c:32]([cH:33][cH:34]1)[NH:31][CH2:30][CH2:29]2.[CH3:42][CH2:43][O:44][C:45](=[O:46])[CH3:47].[CH:1]([CH3:2])([CH3:3])[O:4][C:5](=[O:6])[N:7]1[CH2:8][CH2:9][CH:10]([O:13][c:14]2[n:15][c:16]([CH3:21])[n:17][c:18]([Cl:20])[cH:19]2)[CH2:11][CH2:12]1.[H-:36].[Na+:35].[O:37]=[CH:38][N:39]([CH3:40])[CH3:41].[OH2:48]>>[CH:1]([CH3:2])([CH3:3])[O:4][C:5](=[O:6])[N:7]1[CH2:8][CH2:9][CH:10]([O:13][c:14]2[n:15][c:16]([CH3:21])[n:17][c:18]([N:31]3[CH2:30][CH2:29][c:28]4[cH:27][c:26]([S:23]([CH3:22])(=[O:24])=[O:25])[cH:34][cH:33][c:32]43)[cH:19]2)[CH2:11][CH2:12]1. Starting materials: CO, COC(=O)C1CC(N=[N+]=[N-])CCN1C(=O)OC(C)(C)C. Product: COC(=O)C1CC(N)CCN1C(=O)OC(C)(C)C. Reaction SMILES: [CH3:21][OH:22].[N:1](=[N+:2]=[N-:3])[CH:4]1[CH2:5][CH:6]([C:17](=[O:18])[O:19][CH3:20])[N:7]([C:10](=[O:11])[O:12][C:13]([CH3:14])([CH3:15])[CH3:16])[CH2:8][CH2:9]1>>[NH2:1][CH:4]1[CH2:5][CH:6]([C:17](=[O:18])[O:19][CH3:20])[N:7]([C:10](=[O:11])[O:12][C:13]([CH3:14])([CH3:15])[CH3:16])[CH2:8][CH2:9]1. Starting materials: C(C1=CC=CC=C1)N(C1CC(C(C1)C(=O)O)C)CC1=CC=CC=C1 (4-(dibenzylamino)-2-methylcyclopentanecarboxylic acid), C1(=CC=CC=C1)[C@@H](C)N ((R)-(+)-1-phenylethylamine). The solvent is C1CCOC1 (THF). Reaction conditions: time 15 hour. Yields the product C(C1=CC=CC=C1)N([C@H]1C[C@H]([C@H](C1)C(=O)[O-])C)CC1=CC=CC=C1.C1(=CC=CC=C1)[C@@H](C)N ((1S,2R,4S)-4-(dibenzylamino)-2-methylcyclopentanecarboxylate•(R)-1-phenylethanamine). Isolated yield 85.0%. RXN SMILES: [CH2:1]([N:8]([CH2:18][C:19]1[CH:24]=[CH:23][CH:22]=[CH:21][CH:20]=1)[CH:9]1[CH2:13][CH:12]([C:14]([OH:16])=[O:15])[CH:11]([CH3:17])[CH2:10]1)[C:2]1[CH:7]=[CH:6][CH:5]=[CH:4][CH:3]=1.[C:25]1([C@H:31]([NH2:33])[CH3:32])[CH:30]=[CH:29][CH:28]=[CH:27][CH:26]=1>C1COCC1>[CH2:18]([N:8]([CH2:1][C:2]1[CH:7]=[CH:6][CH:5]=[CH:4][CH:3]=1)[C@@H:9]1[CH2:13][C@H:12]([C:14]([O-:16])=[O:15])[C@H:11]([CH3:17])[CH2:10]1)[C:19]1[CH:20]=[CH:21][CH:22]=[CH:23][CH:24]=1.[C:25]1([C@H:31]([NH2:33])[CH3:32])[CH:30]=[CH:29][CH:28]=[CH:27][CH:26]=1 |f:3.4|. Reported procedure: To a solution of 4-(dibenzylamino)-2-methylcyclopentanecarboxylic acid (1240 g, 1499 mmol, prepared using X with Example #24 Step H and dibenzylamine and TT) in THF (8.0 L) was added (R)-(+)-1-phenylethylamine (0.193 L, 1499 mmol). The mixture was warmed to reflux to dissolve the solids, and was then cooled to ambient temperature. After about 15 h, the reaction mixture was filtered, washed THF (800 mL) and dried in a vacuum oven to afford (1S,2R,4S)-4-(dibenzylamino)-2-methylcyclopentanecarboxyl... Reactants: CCO, CSc1nnc2n1C=Cc1ccccc1C2. Product: C1=Cn2cnnc2Cc2ccccc21. Reaction SMILES: [CH3:17][CH2:18][OH:19].[CH3:1][S:2][c:3]1[n:4][n:5][c:6]2[n:12]1[CH:11]=[CH:10][c:9]1[c:8]([cH:16][cH:15][cH:14][cH:13]1)[CH2:7]2>>[cH:3]1[n:4][n:5][c:6]2[n:12]1[CH:11]=[CH:10][c:9]1[c:8]([cH:16][cH:15][cH:14][cH:13]1)[CH2:7]2. The reactants are O1CCOC=2C=NC(=CC21)CN(C(OC(C)(C)C)=O)C2CCN(CC2)CCN2C(C=CC1=C2N=C(N=C1)OC)=O (tert-butyl (2,3-dihydro(1,4)dioxino(2,3-c)pyridin-7-ylmethyl)(1-(2-(2-methoxy-7-oxopyrido(2,3-d)pyrimidin-8(7H)-yl)ethyl)piperidin-4-yl)carbamate), [OH-].[Na+] (sodium hydroxide). The solvent is ClCCl (dichloromethane), ClCCl (dichloromethane), FC(C(=O)O)(F)F (trifluoroacetic acid). Reaction conditions: time 2 hour. The product is O1CCOC=2C=NC(=CC21)CNC2CCN(CC2)CCN2C(C=CC1=C2N=C(N=C1)OC)=O (8-(2-(4-((2,3-dihydro(1,4)dioxino(2,3-c)pyridin-7-ylmethyl)amino)piperidin-1-yl)ethyl)-2-methoxypyrido(2,3-d)pyrimidin-7(8H)-one). Yield: 76.9%. Reaction SMILES: [O:1]1[C:10]2[CH:9]=[C:8]([CH2:11][N:12]([CH:20]3[CH2:25][CH2:24][N:23]([CH2:26][CH2:27][N:28]4[C:33]5[N:34]=[C:35]([O:38][CH3:39])[N:36]=[CH:37][C:32]=5[CH:31]=[CH:30][C:29]4=[O:40])[CH2:22][CH2:21]3)C(=O)OC(C)(C)C)[N:7]=[CH:6][C:5]=2[O:4][CH2:3][CH2:2]1.[OH-].[Na+]>ClCCl.FC(F)(F)C(O)=O>[O:1]1[C:10]2[CH:9]=[C:8]([CH2:11][NH:12][CH:20]3[CH2:25][CH2:24][N:23]([CH2:26][CH2:27][N:28]4[C:33]5[N:34]=[C:35]([O:38][CH3:39])[N:36]=[CH:37][C:32]=5[CH:31]=[CH:30][C:29]4=[O:40])[CH2:22][CH2:21]3)[N:7]=[CH:6][C:5]=2[O:4][CH2:3][CH2:2]1 |f:1.2|. Reported procedure: To a solution of 0.54 g of tert-butyl (2,3-dihydro(1,4)dioxino(2,3-c)pyridin-7-ylmethyl)(1-(2-(2-methoxy-7-oxopyrido(2,3-d)pyrimidin-8(7H)-yl)ethyl)piperidin-4-yl)carbamate in 15 mL of dichloromethane, 5 mL of trifluoroacetic acid was added, and the mixture was stirred at room temperature for 2 hours. A 2 mol/L aqueous sodium hydroxide solution was added under cooling with ice to adjust pH at 13, dichloromethane was added thereto, the organic layer was separated, and the aqueous layer was extrac... Reactants: NN (Hydrazine), C(C)OC(=O)C(CC(C)=O)C1CCN(CC1)C(=O)OCC1=CC=CC=C1 (benzyl 4-[1-(ethoxycarbonyl)-3-oxobutyl]piperidine-1-carboxylate). Run in C(C)(=O)O (acetic acid). Run at temperature 50 celsius, time 1 hour. Yields the product CC=1CC(C(NN1)=O)C1CCN(CC1)C(=O)OCC1=CC=CC=C1 (Benzyl 4-(6-methyl-3-oxo-2,3,4,5-tetrahydropyridazine-4-yl)piperidine-1-carboxylate). As a reaction SMILES: [NH2:1][NH2:2].C([O:5][C:6]([CH:8]([CH:13]1[CH2:18][CH2:17][N:16]([C:19]([O:21][CH2:22][C:23]2[CH:28]=[CH:27][CH:26]=[CH:25][CH:24]=2)=[O:20])[CH2:15][CH2:14]1)[CH2:9][C:10](=O)[CH3:11])=O)C>C(O)(=O)C>[CH3:11][C:10]1[CH2:9][CH:8]([CH:13]2[CH2:18][CH2:17][N:16]([C:19]([O:21][CH2:22][C:23]3[CH:28]=[CH:27][CH:26]=[CH:25][CH:24]=3)=[O:20])[CH2:15][CH2:14]2)[C:6](=[O:5])[NH:1][N:2]=1. Procedure: Hydrazine (4.72 mL, 148.7 mmol) was added to a solution of benzyl 4-[1-(ethoxycarbonyl)-3-oxobutyl]piperidine-1-carboxylate (2.69 g, 7.44 mmol) in acetic acid (110 mL). The reaction mixture was heated at 50° C. After 1 h, the reaction mixture was concentrated. The residue was diluted with dichloromethane, neutralized by saturated aqueous sodium bicarbonate. The mixture was extracted with dichloromethane (3×), and the combined organic extracts were dried over magnesium sulfate and concentrated to... Starting materials: CC(C)(C)S(=O)(=O)CN(Cc1ccccc1)C(=O)C(Br)CO, ClCCl, C1=NCCCN2CCCCC12, O=P([O-])([O-])[O-], C1CCOC1. Product: CC(C)(C)S(=O)(=O)CN(Cc1ccccc1)C(=O)C1CO1. Reaction SMILES: [CH2:12]([c:13]1[cH:14][cH:15][cH:16][cH:17][cH:18]1)[N:19]([C:20]([CH:21]([CH2:22][OH:23])[Br:24])=[O:25])[CH2:26][S:27](=[O:28])(=[O:29])[C:30]([CH3:31])([CH3:32])[CH3:33].[CH2:34]([Cl:35])[Cl:36].[N:1]12[CH2:2][CH2:3][CH2:4][CH2:5][CH:6]1[CH:7]=[N:8][CH2:9][CH2:10][CH2:11]2.[O-:37][P:38](=[O:39])([O-:40])[O-:41].[O:42]1[CH2:43][CH2:44][CH2:45][CH2:46]1>>[CH2:12]([c:13]1[cH:14][cH:15][cH:16][cH:17][cH:18]1)[N:19]([C:20]([CH:21]1[CH2:22][O:23]1)=[O:25])[CH2:26][S:27](=[O:28])(=[O:29])[C:30]([CH3:31])([CH3:32])[CH3:33].